From a dataset of the Open Reaction Database (ORD), a public repository of structured organic reaction records. describe an organic reaction: reactants, conditions, products, and yield As a reaction SMILES: [CH2:1]([c:2]1[cH:3][cH:4][cH:5][cH:6][cH:7]1)[NH:8][CH2:9][CH2:10][O:11][CH2:12][c:13]1[cH:14][cH:15][cH:16][cH:17][cH:18]1.[CH3:31][CH:32]([OH:33])[CH3:34].[N+:19](=[O:20])([O-:21])[c:22]1[cH:23][c:24]([CH:28]2[O:29][CH2:30]2)[cH:25][cH:26][cH:27]1>>[CH2:1]([c:2]1[cH:3][cH:4][cH:5][cH:6][cH:7]1)[N:8]([CH2:9][CH2:10][O:11][CH2:12][c:13]1[cH:14][cH:15][cH:16][cH:17][cH:18]1)[CH2:30][CH:28]([c:24]1[cH:23][c:22]([N+:19](=[O:20])[O-:21])[cH:27][cH:26][cH:25]1)[OH:29]. Starting materials: c1ccc(CNCCOCc2ccccc2)cc1, CC(C)O, O=[N+]([O-])c1cccc(C2CO2)c1. The product is O=[N+]([O-])c1cccc(C(O)CN(CCOCc2ccccc2)Cc2ccccc2)c1. Starting materials: C(C)(C)(C)O[C@H](C(=O)OCC)C1=C(C2=C(N=C(S2)C2=CC(=NC=C2)C=2C=C3C(=CN2)N(N=C3C)C)C=C1C)C1=CC=C(C=C1)Cl ((S)-ethyl 2-tert-butoxy-2-(7-(4-chlorophenyl)-2-(2-(1,3-dimethyl-1H-pyrazolo[3,4-c]pyridin-5-yl)pyridin-4-yl)-5-methylbenzo[d]thiazol-6-yl)acetate), [OH-].[Na+] (NaOH), CN(C)C=O (DMF), C(C)(=O)O (acetic acid). The solvent is CO (MeOH), C1CCOC1 (THF). Conditions: time 8 hour. The product is C(C)(C)(C)O[C@H](C(=O)O)C1=C(C2=C(N=C(S2)C2=CC(=NC=C2)C=2C=C3C(=CN2)N(N=C3C)C)C=C1C)C1=CC=C(C=C1)Cl ((S)-2-tert-butoxy-2-(7-(4-chlorophenyl)-2-(2-(1,3-dimethyl-1H-pyrazolo[3,4-c]pyridin-5-yl)pyridin-4-yl)-5-methylbenzo[d]thiazol-6-yl)acetic acid). RXN SMILES: [C:1]([O:5][C@@H:6]([C:12]1[C:37]([CH3:38])=[CH:36][C:15]2[N:16]=[C:17]([C:19]3[CH:24]=[CH:23][N:22]=[C:21]([C:25]4[CH:26]=[C:27]5[C:33]([CH3:34])=[N:32][N:31]([CH3:35])[C:28]5=[CH:29][N:30]=4)[CH:20]=3)[S:18][C:14]=2[C:13]=1[C:39]1[CH:44]=[CH:43][C:42]([Cl:45])=[CH:41][CH:40]=1)[C:7]([O:9]CC)=[O:8])([CH3:4])([CH3:3])[CH3:2].[OH-].[Na+].CN(C=O)C.C(O)(=O)C>CO.C1COCC1>[C:1]([O:5][C@@H:6]([C:12]1[C:37]([CH3:38])=[CH:36][C:15]2[N:16]=[C:17]([C:19]3[CH:24]=[CH:23][N:22]=[C:21]([C:25]4[CH:26]=[C:27]5[C:33]([CH3:34])=[N:32][N:31]([CH3:35])[C:28]5=[CH:29][N:30]=4)[CH:20]=3)[S:18][C:14]=2[C:13]=1[C:39]1[CH:40]=[CH:41][C:42]([Cl:45])=[CH:43][CH:44]=1)[C:7]([OH:9])=[O:8])([CH3:4])([CH3:2])[CH3:3] |f:1.2|. Procedure: A solution of (S)-ethyl 2-tert-butoxy-2-(7-(4-chlorophenyl)-2-(2-(1,3-dimethyl-1H-pyrazolo[3,4-c]pyridin-5-yl)pyridin-4-yl)-5-methylbenzo[d]thiazol-6-yl)acetate (5.6 mg, 0.009 mmol)and 5M NaOH (0.035 mL, 0.175 mmol) in MeOH (0.1 mL) and THF (0.5 mL) was stirred at 50° C. for 3 hours, then stored in freezer overnight. DMF (0.3 mL) and acetic acid (0.011 mL) were added and reaction mixture was concentrated to ˜0.3 mL, filtered using a syringe filter, diluted with methanol. Purified using Gilson HP... Reactants: C1(=CC=CC=C1)NC(NC=1SC=C(N1)C=O)=O (2-(3-phenylureido)thiazole-4-carbaldehyde), S1C(NC(C1)=O)=O (2,4-thiazolidinedione), [Cl-].[NH4+] (ammonium chloride), N (ammonia). Run in C(C)O (ethanol). The product is C1(=CC=CC=C1)NC(NC=1SC=C(N1)C=C1C(NC(S1)=O)=O)=O (5-[2-(3-Phenylureido)thiazol-4-ylmethylene]thiazolidine-2,4-dione). As a reaction SMILES: [C:1]1([NH:7][C:8](=[O:17])[NH:9][C:10]2[S:11][CH:12]=[C:13]([CH:15]=O)[N:14]=2)[CH:6]=[CH:5][CH:4]=[CH:3][CH:2]=1.[S:18]1[CH2:22][C:21](=[O:23])[NH:20][C:19]1=[O:24].[Cl-].[NH4+].N>C(O)C>[C:1]1([NH:7][C:8](=[O:17])[NH:9][C:10]2[S:11][CH:12]=[C:13]([CH:15]=[C:22]3[S:18][C:19](=[O:24])[NH:20][C:21]3=[O:23])[N:14]=2)[CH:6]=[CH:5][CH:4]=[CH:3][CH:2]=1 |f:2.3|. Procedure: Following a procedure similar to that described in Example 1, the desired compound was prepared from 1.1 g of 2-(3-phenylureido)thiazole-4-carbaldehyde, 0.52 g of 2,4-thiazolidinedione, 0.6 g of ammonium chloride, 0.6 ml of 28% v/v aqueous ammonia and 20 ml of ethanol. The resulting product was a yellow powder having the following physical properties.